Dataset: the Open Reaction Database (ORD), a public repository of structured organic reaction records. Task: describe an organic reaction: reactants, conditions, products, and yield Reactants: C(C)(C)(C)OC(=O)N(C1CCN(CC1)C(=O)OCC1=CC(=CC(=C1)Cl)Cl)C (3,5-Dichlorobenzyl 4-((tert-butoxycarbonyl)(methyl)amino)piperidine-1-carboxylate), Cl (HCl), O1CCOCC1 (dioxane). Run in C(Cl)Cl (DCM). Reaction conditions: time 3.5 hour. Product: CNC1CCN(CC1)C(=O)OCC1=CC(=CC(=C1)Cl)Cl (3,5-Dichlorobenzyl 4-(methylamino)piperidine-1-carboxylate). RXN SMILES: C(O[C:6]([N:8](C)[CH:9]1[CH2:14][CH2:13][N:12]([C:15]([O:17][CH2:18][C:19]2[CH:24]=[C:23]([Cl:25])[CH:22]=[C:21]([Cl:26])[CH:20]=2)=[O:16])[CH2:11][CH2:10]1)=O)(C)(C)C.Cl.O1CCOCC1>C(Cl)Cl>[CH3:6][NH:8][CH:9]1[CH2:14][CH2:13][N:12]([C:15]([O:17][CH2:18][C:19]2[CH:20]=[C:21]([Cl:26])[CH:22]=[C:23]([Cl:25])[CH:24]=2)=[O:16])[CH2:11][CH2:10]1. Procedure details: 3,5-Dichlorobenzyl 4-((tert-butoxycarbonyl)(methyl)amino)piperidine-1-carboxylate (2.4 g, 5.75 mmol) in DCM (13 ml) was treated with and 4M HCl in dioxane (14.38 ml, 57.5 mmol) to give a colourless solution. The mixture was stirred for 3.5 hours at room temperature and then concentrated under reduced pressure to afford the title compound which was used without further purification; The solvent is O (water), N (NH3), CCOC(=O)C (EtOAc). Conditions: time 36 hour. Reactants: CCO (EtOH), Cl (hydrogen chloride), C(C1=CC=CC=C1)N\C(=C/C(C(F)(F)F)=O)\C1=C(C=CC(=C1)Br)O ((Z)-4-(benzylamino)-4-(5-bromo-2-hydroxyphenyl)-1,1,1-trifluorobut-3-en-2-one). RXN SMILES: CCO.Cl.[CH2:5]([NH:12]/[C:13](/[C:21]1[CH:26]=[C:25]([Br:27])[CH:24]=[CH:23][C:22]=1[OH:28])=[CH:14]\[C:15](=O)[C:16]([F:19])([F:18])[F:17])[C:6]1[CH:11]=[CH:10][CH:9]=[CH:8][CH:7]=1>O.N.CCOC(C)=O>[Br:27][C:25]1[CH:26]=[C:21]2[C:22](=[CH:23][CH:24]=1)[O:28][C:15]([C:16]([F:18])([F:19])[F:17])=[CH:14]/[C:13]/2=[N:12]/[CH2:5][C:6]1[CH:7]=[CH:8][CH:9]=[CH:10][CH:11]=1. Reported procedure: To a cooled (ice bath) EtOH (96 ml) was bubbled through hydrogen chloride gas for 30 min. (Z)-4-(benzylamino)-4-(5-bromo-2-hydroxyphenyl)-1,1,1-trifluorobut-3-en-2-one (24.0 g, 60 mmol) was then added in one portion to this solution. The reaction was stirred at RT for 36 h. The resulted mixture was diluted with 900 ml of cool water, 28% aq NH3 (96 ml) was then added. The precipitate formed was filtered and washed with water to give a brown sticky solid. The solid was dissolved in EtOAc, washed w... Yields the product BrC=1C=C2\C(\C=C(OC2=CC1)C(F)(F)F)=N/CC1=CC=CC=C1 ((Z)—N-(6-bromo-2-(trifluoromethyl)-4H-chromen-4-ylidene)(phenyl)methanamine). Reactants: C1CCOC1, COc1ccc(CN)c(OC)c1, CCN(C(C)C)C(C)C, O=[N+]([O-])c1ccc(F)cc1F. Yields the product COc1ccc(CNc2cc(F)ccc2[N+](=O)[O-])c(OC)c1. As a reaction SMILES: [CH2:33]1[O:34][CH2:35][CH2:36][CH2:37]1.[CH3:12][O:13][c:14]1[c:15]([CH2:16][NH2:17])[cH:18][cH:19][c:20]([O:22][CH3:23])[cH:21]1.[CH:24]([N:25]([CH2:26][CH3:27])[CH:28]([CH3:29])[CH3:30])([CH3:31])[CH3:32].[F:1][c:2]1[c:3]([N+:9](=[O:10])[O-:11])[cH:4][cH:5][c:6]([F:8])[cH:7]1>>[c:2]1([NH:17][CH2:16][c:15]2[c:14]([O:13][CH3:12])[cH:21][c:20]([O:22][CH3:23])[cH:19][cH:18]2)[c:3]([N+:9](=[O:10])[O-:11])[cH:4][cH:5][c:6]([F:8])[cH:7]1. Reactants: C(C)(C)(C)OC(=O)NCCNC(=O)C1=CN=C(N1CC1=CC(=CC(=C1)F)F)S (N-(t-butyloxycarbonylaminoethyl)-1-(3,5-diflurobenzyl)-2-mercaptoimidazole-5-carboxamide). Solvent: C(=O)O (formic acid). Run at time 3 hour. Yields the product NCCNC(=O)C1=CN=C(N1CC1=CC(=CC(=C1)F)F)S (N-(2-aminoethyl)-1(3,5-difluorobenzyl)-2-mercaptoimidazole-5-carboxamide), C(=O)[O-] (formate). Reaction SMILES: C([O:5][C:6]([NH:8][CH2:9][CH2:10][NH:11][C:12]([C:14]1[N:18]([CH2:19][C:20]2[CH:25]=[C:24]([F:26])[CH:23]=[C:22]([F:27])[CH:21]=2)[C:17]([SH:28])=[N:16][CH:15]=1)=[O:13])=[O:7])(C)(C)C>C(O)=O>[NH2:8][CH2:9][CH2:10][NH:11][C:12]([C:14]1[N:18]([CH2:19][C:20]2[CH:25]=[C:24]([F:26])[CH:23]=[C:22]([F:27])[CH:21]=2)[C:17]([SH:28])=[N:16][CH:15]=1)=[O:13].[CH:6]([O-:7])=[O:5]. Reported procedure: A solution of N-(t-butyloxycarbonylaminoethyl)-1-(3,5-diflurobenzyl)-2-mercaptoimidazole-5-carboxamide (1.29 g, 3.13 mmole) prepared as above in 98% formic acid (40 ml) was stirred under an argon atmosphere for 3 hours and the solvent was removed under vacuum. The resulting oil was triturated with ether, and the product was filtered and dried to give N-(2-aminoethyl)-1(3,5-difluorobenzyl)-2-mercaptoimidazole-5-carboxamide, formate, m.p.: 195°-196° C. (0.630 g, 56%). Reactants: C1(=CC=CC=C1)C1=NC2=CC(=CC=C2C=C1)C1=CSC=2N=CNC(C21)=O (5-(2-phenylquinolin-7-yl)-3H-thieno[2,3-d]pyrimidin-4-one), O=P(Cl)(Cl)Cl (POCl3). Reaction conditions: temperature 110 celsius, time 1 hour. The product is ClC=1C2=C(N=CN1)SC=C2C2=CC=C1C=CC(=NC1=C2)C2=CC=CC=C2 (7-(4-Chlorothieno[2,3-d]pyrimidin-5-yl)-2-phenylquinoline). RXN SMILES: [C:1]1([C:7]2[CH:16]=[CH:15][C:14]3[C:9](=[CH:10][C:11]([C:17]4[C:25]5[C:24](=O)[NH:23][CH:22]=[N:21][C:20]=5[S:19][CH:18]=4)=[CH:12][CH:13]=3)[N:8]=2)[CH:6]=[CH:5][CH:4]=[CH:3][CH:2]=1.O=P(Cl)(Cl)[Cl:29]>>[Cl:29][C:24]1[C:25]2[C:17]([C:11]3[CH:10]=[C:9]4[C:14]([CH:15]=[CH:16][C:7]([C:1]5[CH:6]=[CH:5][CH:4]=[CH:3][CH:2]=5)=[N:8]4)=[CH:13][CH:12]=3)=[CH:18][S:19][C:20]=2[N:21]=[CH:22][N:23]=1. Procedure: A mixture of 5-(2-phenylquinolin-7-yl)-3H-thieno[2,3-d]pyrimidin-4-one (30 mg, max. 0.084 mmol, 77% purity) and POCl3 (1.0 ml) was stirred at 110° C. for 1 h under N2. The excess POCl3 was removed in vacuo, and the residue was basified by cold NH3 (2M in isopropanol). The precipitate that was formed was filtered off. The filtrate [crude 7-(4-chlorothieno[2,3-d]pyrimidin-5-yl)-2-phenylquinoline] was used without further purification for the next step. MS (ES+): 374.2/376.2 (M/M+2). HPLC: tR=6.8 m... The reactants are CNN(CC(=O)O)NC (N.N-dimethylaminoglycine), Cl.C(#N)C1(CCNCC1)NC(=O)C(CC1CCCCC1)NC(=O)N1CCOCC1 (morpholine-4-carboxylic acid [1-(4-cyano-piperidin-4-ylcarbamoyl)-2-cyclohexyl-ethyl]-amide hydrochloride), C(#N)C1(CC(NC(C1)C1=CC=CC=C1)C1=CC=CC=C1)NC(=O)C(CC(C)(C)C)NC(=O)N1CCOCC1 (Morpholine-4-carboxylic acid [1-(4-cyano-2,6-diphenyl-piperidin-4-ylcarbamoyl)-3,3-dimethyl-butyl]-amide). The product is C(#N)C1(CCN(CC1)C(CN(C)C)=O)NC(=O)C(CC1CCCCC1)NC(=O)N1CCOCC1 (Morpholine-4-carboxylic acid {1-[4-cyano-1-(2-dimethylamino-acetyl)-piperidin-4-ylcarbamoyl]-2-cyclohexyl-ethyl}-amide). As a reaction SMILES: CNN(NC)CC(O)=O.Cl.[C:11]([C:13]1([NH:19][C:20]([CH:22]([NH:30][C:31]([N:33]2[CH2:38][CH2:37][O:36][CH2:35][CH2:34]2)=[O:32])[CH2:23][CH:24]2[CH2:29][CH2:28][CH2:27][CH2:26][CH2:25]2)=[O:21])[CH2:18][CH2:17][NH:16][CH2:15][CH2:14]1)#[N:12].C(C1(NC(C(N[C:69]([N:71]2[CH2:76]C[O:74][CH2:73][CH2:72]2)=O)CC(C)(C)C)=O)CC(C2C=CC=CC=2)NC(C2C=CC=CC=2)C1)#N>>[C:11]([C:13]1([NH:19][C:20]([CH:22]([NH:30][C:31]([N:33]2[CH2:38][CH2:37][O:36][CH2:35][CH2:34]2)=[O:32])[CH2:23][CH:24]2[CH2:25][CH2:26][CH2:27][CH2:28][CH2:29]2)=[O:21])[CH2:14][CH2:15][N:16]([C:73](=[O:74])[CH2:72][N:71]([CH3:76])[CH3:69])[CH2:17][CH2:18]1)#[N:12] |f:1.2|. Procedure: The title compound was prepared from N.N-dimethylaminoglycine and morpholine-4-carboxylic acid [1-(4-cyano-piperidin-4-ylcarbamoyl)-2-cyclohexyl-ethyl]-amide hydrochloride using the coupling method described in Example 1-part (d). The product was purified by reverse phase preparative HPLC to give the title compound as an off-white solid; MS, m/z 477=M+1.